This data is from the Open Reaction Database (ORD), a public repository of structured organic reaction records. The task is: describe an organic reaction: reactants, conditions, products, and yield Starting materials: O=O (oxygen), C1(=CC=CC=C1)C(C)C (cumene), C(C)C1=CC=C(C=C1)C (p-ethyltoluene), C(C)C1=CC=C(C=C1)C (p-ethyltoluene), C(C)C1=CC=C(C=C1)C (p-ethyltoluene), C1(=CC=CC=C1)C(C)C (Cumene). The reagents and catalysts are catalyst. Yields the product CC(=C)C1=CC=CC=C1 (alphamethylstyrene). As a reaction SMILES: [C:1]1([CH:7]([CH3:9])[CH3:8])[CH:6]=[CH:5][CH:4]=[CH:3][CH:2]=1.C(C1C=CC(C)=CC=1)C.O=O>>[CH3:9][C:7]([C:1]1[CH:6]=[CH:5][CH:4]=[CH:3][CH:2]=1)=[CH2:8]. Procedure details: This example illustrates the dehydrogenation of cumene and p-ethyltoluene using a diluent comprising steam and nitrogen. Three and three-tenths of the catalyst prepared in Example I, ground to 18 to 40 mesh, was employed in the reactor described in Example I. Initially p-ethyltoluene was flowed into the reactor at 0.38 liquid hourly space velocity, 11:1 diluent to p-ethyltoluene ratio (8:1 steam and 3:1 nitrogen) at 588° C. yielding a relatively poor conversion and selectivity. The catalyst was ... Starting materials: COC(=O)C(C)(SC)c1cccc(C(OC)(OC)c2ccccc2)c1, CCO. The product is COC(=O)C(C)c1cccc(C(OC)(OC)c2ccccc2)c1. Reaction SMILES: [CH3:1][S:2][C:3]([C:4](=[O:5])[O:6][CH3:7])([CH3:8])[c:9]1[cH:10][c:11]([C:15]([c:16]2[cH:17][cH:18][cH:19][cH:20][cH:21]2)([O:22][CH3:23])[O:24][CH3:25])[cH:12][cH:13][cH:14]1.[CH3:26][CH2:27][OH:28]>>[CH:3]([C:4](=[O:5])[O:6][CH3:7])([CH3:8])[c:9]1[cH:10][c:11]([C:15]([c:16]2[cH:17][cH:18][cH:19][cH:20][cH:21]2)([O:22][CH3:23])[O:24][CH3:25])[cH:12][cH:13][cH:14]1. Starting materials: Cl (hydrochloric acid), C(C1=CC=CC=C1)SC1=C(C=O)C=CC(=C1)C#N (2-benzylthio-4-cyanobenzaldehyde), [C-]#N.[K+] (potassium cyanide), C([O-])([O-])=O.[NH4+].[NH4+] (ammonium carbonate), C(C)O.O (ethanol water). Run at temperature 85 celsius, time 16 hour. The product is C(C1=CC=CC=C1)SC1=C(C=CC(=C1)C#N)C1C(NC(N1)=O)=O (5-(2-benzylthio-4-cyanophenyl)hydantoin). Reaction SMILES: [CH2:1]([S:8][C:9]1[CH:16]=[C:15]([C:17]#[N:18])[CH:14]=[CH:13][C:10]=1[CH:11]=O)[C:2]1[CH:7]=[CH:6][CH:5]=[CH:4][CH:3]=1.[C-]#N.[K+].[C:22](=[O:25])([O-])[O-].[NH4+:26].[NH4+:27].Cl.[CH2:29]([OH:31])C.O>>[CH2:1]([S:8][C:9]1[CH:16]=[C:15]([C:17]#[N:18])[CH:14]=[CH:13][C:10]=1[CH:11]1[NH:27][C:29](=[O:31])[NH:26][C:22]1=[O:25])[C:2]1[CH:7]=[CH:6][CH:5]=[CH:4][CH:3]=1 |f:1.2,3.4.5,7.8|. Reported procedure: A mixture of 2-benzylthio-4-cyanobenzaldehyde (1.38 g, 5 mmol), potassium cyanide (0.78 g, 12 mmol) and ammonium carbonate (2.304 g, 24 mmol) in ethanol-water (1:1, 16 ml) was heated with stirring in a sealed reaction vessel at 85° C. for 16 hours. The resulting cooled solution was acidified with 2N hydrochloric acid (6 ml), then extracted with ethyl acetate (3×10 ml), dried and evaporated to a pale brown solid. Chromatography on flash silica eluting with ether/hexane 4:1 gave 5-(2-benzylthio-4-... The reactants are BrC=1C=C(C(=NC1)C#N)[N+](=O)[O-] (5-bromo-3-nitropyridine-2-carbonitrile), O.O.[Sn](Cl)Cl (tin(II) chloride dihydrate). Solvent: CO (MeOH). Reaction conditions: temperature 40 celsius. Product: NC=1C(=NC=C(C1)Br)C(=O)N (3-amino-5-bromopyridine-2-carboxamide). Reaction SMILES: [Br:1][C:2]1[CH:3]=[C:4]([N+:10]([O-])=O)[C:5]([C:8]#[N:9])=[N:6][CH:7]=1.[OH2:13].O.[Sn](Cl)Cl>CO>[NH2:10][C:4]1[C:5]([C:8]([NH2:9])=[O:13])=[N:6][CH:7]=[C:2]([Br:1])[CH:3]=1 |f:1.2.3|. Procedure details: To a solution of 5-bromo-3-nitropyridine-2-carbonitrile (4.71 g, 20.7 mmol) in MeOH (319 mL) under N2 was added tin(II) chloride dihydrate (27.97 g, 123.9 mmol). The reaction was heated to 40° C. for 40 minutes, concentrated in vacuo, and azeotroped with toluene. The residue was dissolved in ethyl acetate, and 10% aqueous sodium bicarbonate was added till the solution was basic. The aqueous layer was extracted 3× with CHCl3 and the combined organics were dried over Na2SO4, filtered and concentra...